Dataset: the Open Reaction Database (ORD), a public repository of structured organic reaction records. Task: describe an organic reaction: reactants, conditions, products, and yield The reactants are [H-].[Na+] (sodium hydride), ClC=1C=C(CS)C=CC1 (m-chlorobenzylmercaptan), COC(=O)C1=NC=C(C=C1)[N+](=O)[O-] (5-nitro-pyridine-2-carboxylic acid methyl ester), C(C)(=O)O (acetic acid). Run in CN(C=O)C (dimethylformamide), CN(C=O)C (dimethylformamide). Run at time 15 minute. Product: COC(=O)C1=NC=C(C=C1)SCC1=CC(=CC=C1)Cl (5-(m-chlorobenzylmercapto)-2-pyridinecarboxylic acid methyl ester). RXN SMILES: [H-].[Na+].[Cl:3][C:4]1[CH:5]=[C:6]([CH:9]=[CH:10][CH:11]=1)[CH2:7][SH:8].[CH3:12][O:13][C:14]([C:16]1[CH:21]=[CH:20][C:19]([N+]([O-])=O)=[CH:18][N:17]=1)=[O:15].C(O)(=O)C>CN(C)C=O>[CH3:12][O:13][C:14]([C:16]1[CH:21]=[CH:20][C:19]([S:8][CH2:7][C:6]2[CH:9]=[CH:10][CH:11]=[C:4]([Cl:3])[CH:5]=2)=[CH:18][N:17]=1)=[O:15] |f:0.1|. Reported procedure: To the stirred suspension of 1.73 g of sodium hydride in 30 ml of dimethylformamide the solution of 12.7 g of m-chlorobenzylmercaptan is added during 2 minutes and stirring is continued for 15 minutes. Thereupon the solution of 12.25 g of 5-nitro-pyridine-2-carboxylic acid methyl ester in 75 ml of dimethylformamide is added all at once. The mixture is stirred for 1 hour on the steam bath and allowed to stand at room temperature overnight. It is poured onto ice and acetic acid, the suspension obt... Starting materials: COC(C1=CC(=C(C(=C1)OC)N)OC)=O (4-amino-3,5-dimethoxy-benzoic acid methyl ester), C(=O)(OCC1=CC=CC=C1)Cl (carbobenzoxy chloride). Solvent: N1=CC=CC=C1 (pyridine). Conditions: time 20 hour. Product: C(C1=CC=CC=C1)OC(NC1=C(C=C(C=C1OC)C(=O)OC)OC)=O (2,6-dimethoxy-4-(methoxy-carbonyl)-carbanilic acid benzyl ester). Reaction SMILES: [CH3:1][O:2][C:3](=[O:15])[C:4]1[CH:9]=[C:8]([O:10][CH3:11])[C:7]([NH2:12])=[C:6]([O:13][CH3:14])[CH:5]=1.[C:16](Cl)([O:18][CH2:19][C:20]1[CH:25]=[CH:24][CH:23]=[CH:22][CH:21]=1)=[O:17]>N1C=CC=CC=1>[CH2:19]([O:18][C:16](=[O:17])[NH:12][C:7]1[C:8]([O:10][CH3:11])=[CH:9][C:4]([C:3]([O:2][CH3:1])=[O:15])=[CH:5][C:6]=1[O:13][CH3:14])[C:20]1[CH:25]=[CH:24][CH:23]=[CH:22][CH:21]=1. Reported procedure: A solution of 50.6 g. of 4-amino-3,5-dimethoxy-benzoic acid methyl ester in 1 liter of absolute pyridine was treated during 30 minutes with 82 g. of carbobenzoxy chloride with stirring and ice-cooling. Thereafter, the mixture was stirred at room temperature for 20 hours. The pyridine was evaporated under vacuum and the residue treated with 1 liter of water and 3N hydrochloric acid to obtain a strongly acidic reaction. The resulting emulsion was extracted with two 1.5 liter portions of ethyl acet... Starting materials: [C-]#N, CC(=O)[O-], CC(=O)[O-], CN1CCCC1=O, Cc1cc(-n2cc(I)nc2C)cc2ccc(=O)[nH]c12, N, [Pd+2]. Yields the product Cc1cc(-n2cc(C#N)nc2C)cc2ccc(=O)[nH]c12. As a reaction SMILES: [C-:20]#[N:21].[C:30]([O-:31])(=[O:32])[CH3:33].[C:35]([O-:36])(=[O:37])[CH3:38].[CH3:23][N:24]1[CH2:25][CH2:26][CH2:27][C:28]1=[O:29].[I:1][c:2]1[n:3][c:4]([CH3:19])[n:5](-[c:7]2[cH:8][c:9]3[cH:10][cH:11][c:12](=[O:18])[nH:13][c:14]3[c:15]([CH3:17])[cH:16]2)[cH:6]1.[NH3:22].[Pd+2:34]>>[c:2]1([C:20]#[N:21])[n:3][c:4]([CH3:19])[n:5](-[c:7]2[cH:8][c:9]3[cH:10][cH:11][c:12](=[O:18])[nH:13][c:14]3[c:15]([CH3:17])[cH:16]2)[cH:6]1. Starting materials: C(CCCC)SC=1C(=NNC1)C1CN2CCC1CC2 (3-(4-Pentylsulfanyl-1H-pyrazol-3-yl)-1-azabicyclo[2.2.2]octane), CC(CCS)C (3-methyl-1-butanethiol). Yields the product CC(CCSC=1C(=NNC1)C1CN2CCC1CC2)C (3-[4-(3-Methyl-butylsulfanyl)-1H-pyrazol-3-yl]-1-azabicyclo[2.2.2]octane), compound 49G. Yield: 20.0%. RXN SMILES: [CH2:1]([S:6][C:7]1[C:8]([CH:12]2[CH:17]3[CH2:18][CH2:19][N:14]([CH2:15][CH2:16]3)[CH2:13]2)=[N:9][NH:10][CH:11]=1)[CH2:2][CH2:3][CH2:4]C.[CH3:20]C(C)CCS>>[CH3:20][CH:3]([CH3:4])[CH2:2][CH2:1][S:6][C:7]1[C:8]([CH:12]2[CH:17]3[CH2:16][CH2:15][N:14]([CH2:19][CH2:18]3)[CH2:13]2)=[N:9][NH:10][CH:11]=1. Reported procedure: Compound 49H was prepared following the procedure as described for the synthesis of compound 49B (see Scheme 10) using 3-methyl-1-butanethiol as reagent. Subsequent purification by flash chromatography (EtOH) afforded compound 49G. The reactants are FC1=CC=C(C=C1)C(C)=O (4′-fluoroacetophenone), [N+](=O)(O)[O-] (nitric acid), ice water. Run in C(Cl)(Cl)Cl (chloroform). Conditions: temperature -10 celsius, time 4 hour. Yields the product FC1=C(C=C(C=C1)C(C)=O)[N+](=O)[O-] (1-(4-fluoro-3-nitrophenyl)ethanone). RXN SMILES: [F:1][C:2]1[CH:7]=[CH:6][C:5]([C:8](=[O:10])[CH3:9])=[CH:4][CH:3]=1.[N+:11]([O-])([OH:13])=[O:12]>C(Cl)(Cl)Cl>[F:1][C:2]1[CH:7]=[CH:6][C:5]([C:8](=[O:10])[CH3:9])=[CH:4][C:3]=1[N+:11]([O-:13])=[O:12]. Procedure: 13.8 g of 4′-fluoroacetophenone (provided from Tokyo Chemical Industry Co., Ltd.) were added in two portions to 100 ml of fuming nitric acid cooled to −10° C. with agitation. After the mixture was warmed to room temperature, the agitation was continued for further 4 hours. This mixture was poured into 1.0 liter of ice water and was extracted with 500 ml of ethyl acetate. The organic layer was dried and the solvent was distilled off under a reduced pressure. The residue was purified by a column c... Reactants: FC(CN1C=NC2=C(C1=O)C=CS2)(F)F (3-(2,2,2-trifluoroethyl)thieno[2,3-d]pyrimidin-4(3H)-one), BrBr (bromine). The solvent is CN(C)C=O (DMF), S(=S)(=O)([O-])[O-].[Na+].[Na+] (sodium thiosulfate), aqueous solution, C([O-])(O)=O.[Na+] (sodium bicarbonate), solution. The product is BrC1=CC2=C(N=CN(C2=O)CC(F)(F)F)S1 (6-Bromo-3-(2,2,2-trifluoroethyl)thieno[2,3-d]pyrimidin-4(3H)-one). The yield is 93.5%. RXN SMILES: [F:1][C:2]([F:15])([F:14])[CH2:3][N:4]1[C:9](=[O:10])[C:8]2[CH:11]=[CH:12][S:13][C:7]=2[N:6]=[CH:5]1.[Br:16]Br>CN(C=O)C.S([O-])([O-])(=O)=S.[Na+].[Na+].C(=O)(O)[O-].[Na+]>[Br:16][C:12]1[S:13][C:7]2[N:6]=[CH:5][N:4]([CH2:3][C:2]([F:1])([F:14])[F:15])[C:9](=[O:10])[C:8]=2[CH:11]=1 |f:3.4.5,6.7|. Reported procedure: A solution of 3-(2,2,2-trifluoroethyl)thieno[2,3-d]pyrimidin-4(3H)-one (2 g, 8.54 mmol) and bromine (0.484 ml, 9.39 mmol) in DMF (20 ml) at 0° C. was stirred for 60 min. The reaction mixture was diluted with 1:1 sodium thiosulfate (25% aqueous solution)/saturated sodium bicarbonate (aq) solution (100 ml) and extracted with ethyl acetate (100 ml). The concentrated crude product was purified by flash chromatography (0-60% ethyl acetate/cyclohexane) to give the title compound (2.5 g, 94%). LCMS RT=...